describe an organic reaction: reactants, conditions, products, and yield From a dataset of the Open Reaction Database (ORD), a public repository of structured organic reaction records. The reactants are C(CCCCCCCCCCCCCCC)NC1=CC=C(C(=O)O)C=C1 (4-(hexadecylamino)benzoic acid), [Cl-] (chloride), C(Cl)(Cl)Cl.O (water chloroform), C([O-])([O-])=O.[Na+].[Na+] (sodium carbonate). Run in O (water). Reaction conditions: temperature 40 celsius, time 2 hour. Yields the product C(=O)(OCC1=CC=CC=C1)N(C1=CC=C(C(=O)Cl)C=C1)CCCCCCCCCCCCCCCC (N-carbobenzyloxy-4-(hexadecylamino)benzoyl chloride). Reaction SMILES: [CH2:1]([NH:17][C:18]1[CH:26]=[CH:25][C:21]([C:22]([OH:24])=O)=[CH:20][CH:19]=1)[CH2:2][CH2:3][CH2:4][CH2:5][CH2:6][CH2:7][CH2:8][CH2:9][CH2:10][CH2:11][CH2:12][CH2:13][CH2:14][CH2:15][CH3:16].C(Cl)(Cl)Cl.O.[C:32](=[O:35])([O-])[O-:33].[Na+].[Na+].[Cl-:38]>O>[C:32]([N:17]([CH2:1][CH2:2][CH2:3][CH2:4][CH2:5][CH2:6][CH2:7][CH2:8][CH2:9][CH2:10][CH2:11][CH2:12][CH2:13][CH2:14][CH2:15][CH3:16])[C:18]1[CH:19]=[CH:20][C:21]([C:22]([Cl:38])=[O:24])=[CH:25][CH:26]=1)([O:33][CH2:22][C:21]1[CH:25]=[CH:26][CH:18]=[CH:19][CH:20]=1)=[O:35] |f:1.2,3.4.5|. Reported procedure: To 15 g. of 4-(hexadecylamino)benzoic acid in 200 ml. water chloroform is added 15 g. sodium carbonate in 150 ml. water. To the vigorously stirred solution is added 10 g. carbobenzoyl chloride. After 2 hours stirring at 40° C., the layers are separated, washed three times with 1N hydrochloric acid, dried, and evaporated to an oil. The oil is dissolved in 300 ml. toluene, treated with 15 ml. of thionyl chloride, and the solution is refluxed for 5 hours. The solvents are evaporated and the residue... Reactants: C(=O)(N1C=NC=C1)N1C=NC=C1 (carbonyldiimidazole), magnesium salt, [O-]CC.[Mg+2].[O-]CC (magnesium ethoxide), C(CC(=O)[O-])(=O)OC (monomethyl malonate), C1(CCCC1)C(=O)O (cyclopentanecarboxylic acid). Solvent: CO (methanol), O1CCCC1 (tetrahydrofuran). Reaction conditions: time 4 hour. Product: C1(CCCC1)C(=O)CC(=O)OC (methyl 2-cyclopentanecarbonylacetate). The yield is 88.6%. RXN SMILES: [C:1]([O:7][CH3:8])(=[O:6])[CH2:2][C:3]([O-])=[O:4].[O-]CC.[Mg+2].[O-]CC.[CH:16]1(C(O)=O)[CH2:20][CH2:19][CH2:18][CH2:17]1.C(N1C=CN=C1)(N1C=CN=C1)=O>CO.O1CCCC1>[CH:16]1([C:3]([CH2:2][C:1]([O:7][CH3:8])=[O:6])=[O:4])[CH2:20][CH2:19][CH2:18][CH2:17]1 |f:1.2.3|. Procedure details: In 200 mL of methanol, was dissolved 8.91 g (75.4 mmol) of monomethyl malonate, and the resulting solution was mixed with 4.30 g (37.5 mmol) of magnesium ethoxide, and stirred for 4 hours at room temperature. The reaction solution was concentrated and the residue was dried under reduced pressure. In 120 mL of tetrahydrofuran, was dissolved 4.10 mL (37.7 mmol) of cyclopentanecarboxylic acid, and the resulting solution was mixed with 6.69 g (41.2 mmol) of carbonyldiimidazole, followed by stirring ... Starting materials: CN(C=CC(=O)C1=CC=CC=C1)C (3-dimethylaminoacrylophenone), NC1=NNC=C1C(=O)OCC (3-amino-4-carbethoxypyrazole). The solvent is C(C)(=O)O (acetic acid). Yields the product C(C)OC(=O)C=1C=NN2C1N=CC=C2C2=CC=CC=C2 (7-Phenylpyrazolo[1,5-a]pyrimidine-3-carboxylic acid ethyl ester). As a reaction SMILES: C[N:2]([CH3:13])[CH:3]=[CH:4][C:5]([C:7]1[CH:12]=[CH:11][CH:10]=[CH:9][CH:8]=1)=O.N[C:15]1[C:19]([C:20]([O:22][CH2:23][CH3:24])=[O:21])=C[NH:17][N:16]=1>C(O)(=O)C>[CH2:23]([O:22][C:20]([C:19]1[CH:15]=[N:16][N:17]2[C:5]([C:7]3[CH:8]=[CH:9][CH:10]=[CH:11][CH:12]=3)=[CH:4][CH:3]=[N:2][C:13]=12)=[O:21])[CH3:24]. Reported procedure: A mixture of 17.5 g. of 3-dimethylaminoacrylophenone and 15.52 g. of 3-amino-4-carbethoxypyrazole in 50 ml. of glacial acetic acid is refluxed for 4 hours and then evaporated. The residue is treated as described in Example 1, giving the desired product, m.p. 129°-130° C. Reactants: C(C)(=O)O[BH-](OC(C)=O)OC(C)=O.[Na+] (sodium triacetoxyborohydride), C(=O)(O)[O-].[Na+] (NaHCO3), BrC=1C=C(C(=C(C(=O)OC)C1)C)NC1CCOCC1 (methyl 5-bromo-2-methyl-3-((tetrahydro-2H-pyran-4-yl)amino)benzoate), COCC=O (2-methoxyacetaldehyde), C(C)(=O)O (acetic acid). The solvent is ClC(C)Cl (dichloroethane). Conditions: time 20 minute. The product is BrC=1C=C(C(=C(C(=O)OC)C1)C)N(C1CCOCC1)CCOC (methyl 5-bromo-3-((2-methoxyethyl)(tetrahydro-2H-pyran-4-yl)amino)-2-methylbenzoate). Isolated yield 55.2%. Reaction SMILES: [Br:1][C:2]1[CH:3]=[C:4]([NH:13][CH:14]2[CH2:19][CH2:18][O:17][CH2:16][CH2:15]2)[C:5]([CH3:12])=[C:6]([CH:11]=1)[C:7]([O:9][CH3:10])=[O:8].[CH3:20][O:21][CH2:22][CH:23]=O.C(O)(=O)C.C(O[BH-](OC(=O)C)OC(=O)C)(=O)C.[Na+].C([O-])(O)=O.[Na+]>ClC(Cl)C>[Br:1][C:2]1[CH:3]=[C:4]([N:13]([CH2:23][CH2:22][O:21][CH3:20])[CH:14]2[CH2:19][CH2:18][O:17][CH2:16][CH2:15]2)[C:5]([CH3:12])=[C:6]([CH:11]=1)[C:7]([O:9][CH3:10])=[O:8] |f:3.4,5.6|. Reported procedure: To a stirred solution of methyl 5-bromo-2-methyl-3-((tetrahydro-2H-pyran-4-yl)amino)benzoate (400 mg, 1.22 mmol) and 2-methoxyacetaldehyde (1.3 mg, 17.56 mmol) in 7 ml of dichloroethane, acetic acid (0.42 mL, 7.33 mmol) was added and stirred at room temperature for 20 minutes. The reaction mixture was cooled to 0° C. and sodium triacetoxyborohydride (777 mg, 3.66 mmol) was added and stirred at room temperature for 2 h. The reaction mixture was then neutralized with sat. NaHCO3 and extracted with... Starting materials: C(CC=C)O (3-buten-1-ol), C1=CC=CC=2SC3=CC=CC=C3NC12 (phenothiazine), C[O-].[Mg+2].C[O-] (magnesium methoxide). Solvent: C(C(=C)C)(=O)OC (methyl methacrylate). Product: C(C(=C)C)(=O)OCCC=C (3-Butenyl Methacrylate). Reaction SMILES: [CH2:1]([OH:5])[CH2:2][CH:3]=[CH2:4].C1C2N[C:17]3[C:12](=CC=C[CH:16]=3)SC=2C=CC=1.[CH3:20][O-:21].[Mg+2].C[O-]>C(OC)(=O)C(C)=C>[C:20]([O:5][CH2:1][CH2:2][CH:3]=[CH2:4])(=[O:21])[C:17]([CH3:16])=[CH2:12] |f:2.3.4|. Procedure details: To a 250 ml round-bottom flask, containing 3-buten-1-ol (24.7 g) and phenothiazine (0.1 g inhibitor), methyl methacrylate (80 ml) was added, followed by a methanolic solution of magnesium methoxide [prepared by dissolving magnesium metal (0.1 g) in anhydrous methanol (5 ml)]. The stirred mixture was slowly heated and methanol was distilled off (bp 64-70° C.) until the temperature at the distillation head rose to approximately 100° C. and the methyl methacrylate started to distill. The mixture wa... The reactants are [Br-], CS(C)=O, CCCC[N+](CCCC)(CCCC)CCCC, CC#N, CCC(=O)CC(=O)CC, C[Si](C)(C)Cl, O. The product is CCC(=O)C(Cl)C(=O)CC. RXN SMILES: [Br-:19].[CH3:15][S:16]([CH3:17])=[O:18].[CH3:20][CH2:21][CH2:22][CH2:23][N+:24]([CH2:25][CH2:26][CH2:27][CH3:28])([CH2:29][CH2:30][CH2:31][CH3:32])[CH2:33][CH2:34][CH2:35][CH3:36].[CH3:37][C:38]#[N:39].[CH3:6][CH2:7][C:8]([CH2:9][C:10]([CH2:11][CH3:12])=[O:13])=[O:14].[Cl:1][Si:2]([CH3:3])([CH3:4])[CH3:5].[OH2:40]>>[Cl:1][CH:9]([C:8]([CH2:7][CH3:6])=[O:14])[C:10]([CH2:11][CH3:12])=[O:13]. The reactants are C(C)OC=1C=C(C=CC1OS(=O)(=O)C(F)(F)F)/C=C/C(=O)OC (methyl 3(E)-(3-ethoxy-4-trifluoromethanesulfonyloxyphenyl)acrylate), COC1=CC=C(C=C1)OB(O)O (4-methoxyphenylboric acid), C([O-])(O)=O.[Na+] (sodium bicarbonate). The reagents and catalysts are C=1C=CC(=CC1)[P](C=2C=CC=CC2)(C=3C=CC=CC3)[Pd]([P](C=4C=CC=CC4)(C=5C=CC=CC5)C=6C=CC=CC6)([P](C=7C=CC=CC7)(C=8C=CC=CC8)C=9C=CC=CC9)[P](C=1C=CC=CC1)(C=1C=CC=CC1)C=1C=CC=CC1 (tetrakis(triphenylphosphine)palladium(0)). Solvent: C(OC)COC (dimethoxyethane). Reaction conditions: time 15 hour. Product: C(C)OC1=C(C=CC(=C1)/C=C/C(=O)OC)C1=CC=C(C=C1)OC (Methyl 3(E)-(2-ethoxy-4′-methoxybiphenyl-4-yl)acrylate). RXN SMILES: [CH2:1]([O:3][C:4]1[CH:5]=[C:6](/[CH:18]=[CH:19]/[C:20]([O:22][CH3:23])=[O:21])[CH:7]=[CH:8][C:9]=1OS(C(F)(F)F)(=O)=O)[CH3:2].[CH3:24][O:25][C:26]1[CH:31]=[CH:30][C:29](OB(O)O)=[CH:28][CH:27]=1.C(=O)(O)[O-].[Na+]>C1C=CC([P]([Pd]([P](C2C=CC=CC=2)(C2C=CC=CC=2)C2C=CC=CC=2)([P](C2C=CC=CC=2)(C2C=CC=CC=2)C2C=CC=CC=2)[P](C2C=CC=CC=2)(C2C=CC=CC=2)C2C=CC=CC=2)(C2C=CC=CC=2)C2C=CC=CC=2)=CC=1.C(COC)OC>[CH2:1]([O:3][C:4]1[CH:5]=[C:6](/[CH:18]=[CH:19]/[C:20]([O:22][CH3:23])=[O:21])[CH:7]=[CH:8][C:9]=1[C:29]1[CH:30]=[CH:31][C:26]([O:25][CH3:24])=[CH:27][CH:28]=1)[CH3:2] |f:2.3,^1:44,46,65,84|. Procedure: A mixture of 1.0 g (2.82 mmol) of methyl 3(E)-(3-ethoxy-4-trifluoromethanesulfonyloxyphenyl)acrylate, 0.47 g (3.10 mmol) of 4-methoxyphenylboric acid, 0.71 g (8.46 mmol) of sodium bicarbonate and 20 ml of dimethoxyethane is flushed three times with argon, 163 mg (0.14 mmol) of tetrakis(triphenylphosphine)palladium(0) are then added and the reaction is then allowed to continue for 15 hours at 80° C. Thereafter, the reaction mixture is cooled and is partitioned between ethyl acetate and water and ...